From a dataset of the Open Reaction Database (ORD), a public repository of structured organic reaction records. describe an organic reaction: reactants, conditions, products, and yield Reactants: ice water, C1(CCCC1)=C(C1=CC=C(C=C1)/C=C/C(=O)OC(C)(C)C)C1=CC=C(C=C1)O (1,1-Dimethylethyl (2E)-3-{4-[cyclopentylidene(4-hydroxyphenyl)methyl]phenyl}-2-propenoate), FC(C(=O)O)(F)F (trifluoroacetic acid). Run in ClCCl (dichloromethane), ClCCl (dichloromethane). Reaction conditions: time 1 hour. The product is C1(CCCC1)=C(C1=CC=C(C=C1)/C=C/C(=O)O)C1=CC=C(C=C1)O ((2E)-3-{4-[Cyclopentylidene(4-hydroxyphenyl)methyl]phenyl}-2-propenoic acid). Reaction SMILES: [C:1]1(=[C:6]([C:22]2[CH:27]=[CH:26][C:25]([OH:28])=[CH:24][CH:23]=2)[C:7]2[CH:12]=[CH:11][C:10](/[CH:13]=[CH:14]/[C:15]([O:17]C(C)(C)C)=[O:16])=[CH:9][CH:8]=2)[CH2:5][CH2:4][CH2:3][CH2:2]1.FC(F)(F)C(O)=O>ClCCl>[C:1]1(=[C:6]([C:22]2[CH:27]=[CH:26][C:25]([OH:28])=[CH:24][CH:23]=2)[C:7]2[CH:12]=[CH:11][C:10](/[CH:13]=[CH:14]/[C:15]([OH:17])=[O:16])=[CH:9][CH:8]=2)[CH2:5][CH2:4][CH2:3][CH2:2]1. Reported procedure: To an ice-water cooled solution of 1,1-dimethylethyl (2E)-3-{4-[cyclopentylidene(4-hydroxyphenyl)methyl]phenyl}-2-propenoate (4) (0.28 g, 0.74 mmol) in dichloromethane (5 mL) was slowly added trifluoroacetic acid (5 mL) with stirring under a nitrogen atmosphere. After 1 h, the reaction mixture was concentrated in vacuo to give a solid. The solid was dissolved in dichloromethane and the solution was concentrated in vacuo to give a pale tan solid. The solid was triturated with diethyl ether and fi... Starting materials: N1CCCC1 (pyrrolidine), CC1(OC2=C(C1O)C(=C(C(=C2C)C)N2C=CN(C=C2)C2=CC=CC=C2)C)C (2,2,4,6,7-pentamethyl-5-(4-phenyl pyrazine-1-yl)-2,3-dihydro-benzofuran-3-ol), Cl (hydrogenchloride). Run in C(C)(=O)OCC (ethyl acetate). The product is Cl.CC1(OC2=C(C1N1CCCC1)C(=C(C(=C2C)C)N2CCN(CC2)C2=CC=CC=C2)C)C (1-(2,2,4,6,7-pentamethyl-3-(pyrrolidinyl)-2,3-dihydro-1-benzofuran-5-yl)-4-phenylpiperazine hydrochloride). Isolated yield 80.0%. As a reaction SMILES: [NH:1]1[CH2:5][CH2:4][CH2:3][CH2:2]1.[CH3:6][C:7]1([CH3:32])[CH:11](O)[C:10]2[C:13]([CH3:31])=[C:14]([N:19]3[CH:24]=[CH:23][N:22]([C:25]4[CH:30]=[CH:29][CH:28]=[CH:27][CH:26]=4)[CH:21]=[CH:20]3)[C:15]([CH3:18])=[C:16]([CH3:17])[C:9]=2[O:8]1.[ClH:33]>C(OCC)(=O)C>[ClH:33].[CH3:6][C:7]1([CH3:32])[CH:11]([N:1]2[CH2:5][CH2:4][CH2:3][CH2:2]2)[C:10]2[C:13]([CH3:31])=[C:14]([N:19]3[CH2:24][CH2:23][N:22]([C:25]4[CH:30]=[CH:29][CH:28]=[CH:27][CH:26]=4)[CH2:21][CH2:20]3)[C:15]([CH3:18])=[C:16]([CH3:17])[C:9]=2[O:8]1 |f:4.5|. Reported procedure: Using pyrrolidine and 2,2,4,6,7-pentamethyl-5-(4-phenyl pyrazine-1-yl)-2,3-dihydro-benzofuran-3-ol obtained in Reference Example 30, the free base was obtained in the same manner as in Example 57. The free base was treated with a 4N hydrogenchloride in ethyl acetate (10 ml) to obtain the title compound. Yield 80%. Amorphous powder.